This data is from the Open Reaction Database (ORD), a public repository of structured organic reaction records. The task is: describe an organic reaction: reactants, conditions, products, and yield Starting materials: COCCN(CCO[Si](C)(C)C(C)(C)C)C(=O)NC(C)C(=O)OC(C)(C)C, CCCC[N+](CCCC)(CCCC)CCCC, [F-], C1CCOC1, O. Yields the product COCCN(CCO)C(=O)NC(C)C(=O)OC(C)(C)C. Reaction SMILES: [C:1]([Si:2]([CH3:3])([CH3:4])[O:6][CH2:7][CH2:8][N:9]([C:10]([NH:11][CH:12]([C:13](=[O:14])[O:15][C:16]([CH3:17])([CH3:18])[CH3:19])[CH3:20])=[O:21])[CH2:22][CH2:23][O:24][CH3:25])([CH3:5])([CH3:26])[CH3:27].[CH2:29]([N+:30]([CH2:31][CH2:32][CH2:33][CH3:34])([CH2:35][CH2:36][CH2:37][CH3:38])[CH2:39][CH2:40][CH2:41][CH3:42])[CH2:43][CH2:44][CH3:45].[F-:28].[O:47]1[CH2:48][CH2:49][CH2:50][CH2:51]1.[OH2:46]>>[OH:6][CH2:7][CH2:8][N:9]([C:10]([NH:11][CH:12]([C:13](=[O:14])[O:15][C:16]([CH3:17])([CH3:18])[CH3:19])[CH3:20])=[O:21])[CH2:22][CH2:23][O:24][CH3:25]. Reactants: O=C([O-])[O-], CN1CCCC1=O, Clc1ncnc2nc[nH]c12, [Na+], [Na+], O, CCCNn1ccc2ccccc21. Product: CCCN(c1ncnc2[nH]cnc12)n1ccc2ccccc21. RXN SMILES: [C:25](=[O:26])([O-:27])[O-:28].[CH3:31][N:32]1[CH2:33][CH2:34][CH2:35][C:36]1=[O:37].[Cl:1][c:2]1[c:3]2[nH:4][cH:5][n:6][c:7]2[n:8][cH:9][n:10]1.[Na+:29].[Na+:30].[OH2:24].[n:11]1([NH:20][CH2:21][CH2:22][CH3:23])[cH:12][cH:13][c:14]2[cH:15][cH:16][cH:17][cH:18][c:19]12>>[c:2]1([N:20]([n:11]2[cH:12][cH:13][c:14]3[cH:15][cH:16][cH:17][cH:18][c:19]23)[CH2:21][CH2:22][CH3:23])[c:3]2[n:4][cH:5][nH:6][c:7]2[n:8][cH:9][n:10]1. The reactants are CO, [H][H], CCCS(=O)c1ccc(N)c([N+](=O)[O-])c1. Product: CCCS(=O)c1ccc(N)c(N)c1. RXN SMILES: [CH3:18][OH:19].[H:16][H:17].[NH2:1][c:2]1[c:3]([N+:13]([O-:14])=[O:15])[cH:4][c:5]([S:8](=[O:9])[CH2:10][CH2:11][CH3:12])[cH:6][cH:7]1>>[NH2:1][c:2]1[c:3]([NH2:13])[cH:4][c:5]([S:8](=[O:9])[CH2:10][CH2:11][CH3:12])[cH:6][cH:7]1. Reactants: O=C1C=C(CC(C)(C)C1)C (isophorone), C(C)(C)(C)OO (t-butyl hydroperoxide), sulfonic acid. The product is CC1(CC(CC(C1)(C)C)=O)OOC(C)(C)C (3,5,5-TRIMETHYL-3-(t-BUTYLPEROXY)CYCLOHEXANONE). Reaction SMILES: [O:1]=[C:2]1[CH2:9][C:6]([CH3:8])([CH3:7])[CH2:5][C:4]([CH3:10])=[CH:3]1.[C:11]([O:15][OH:16])([CH3:14])([CH3:13])[CH3:12]>>[CH3:10][C:4]1([O:16][O:15][C:11]([CH3:14])([CH3:13])[CH3:12])[CH2:5][C:6]([CH3:8])([CH3:7])[CH2:9][C:2](=[O:1])[CH2:3]1. Procedure details: A reaction mixture of 62.2 g. (0.45 mole) of isophorone, 104 g. (0.9 mole) of 78% t-butyl hydroperoxide and 32.4 g. of Amberlyst 15® sulfonic acid type ion-exchange resin was stirred at 40° C. for 48 hours and at 50° C. for one hour. The ion-exchange resin was separated by filtration, the filtrate diluted with pentane and the pentane solution washed with water and sodium bisulfite solution. After drying over anhydrous magnesium sulfate, the pentane was removed under reduced pressure. The recover... The reactants are NC(CO)(CCC)CCC1=C(C=CC=C1)OCC1=CC=CC=C1 (2-amino-2-(2-(2-benzyloxyphenyl)ethyl)pentanol), ice water. The solvent is C(Cl)Cl (methylene chloride), C(C)N(CC)CC (triethylamine), C(C)(=O)Cl (acetyl chloride). Conditions: time 6 hour. Product: C(C)(=O)OCC(CCC)(CCC1=C(C=CC=C1)OCC1=CC=CC=C1)NC(C)=O (2-Acetamido-2-(2-(2-benzyloxyphenyl)ethyl)pentyl acetate). The yield is 129.0%. As a reaction SMILES: [NH2:1][C:2]([CH2:8][CH2:9][C:10]1[CH:15]=[CH:14][CH:13]=[CH:12][C:11]=1[O:16][CH2:17][C:18]1[CH:23]=[CH:22][CH:21]=[CH:20][CH:19]=1)([CH2:5][CH2:6][CH3:7])[CH2:3][OH:4]>C(Cl)Cl.C(N(CC)CC)C.C(Cl)(=O)C>[C:3]([O:4][CH2:3][C:2]([NH:1][C:11](=[O:16])[CH3:10])([CH2:8][CH2:9][C:10]1[CH:15]=[CH:14][CH:13]=[CH:12][C:11]=1[O:16][CH2:17][C:18]1[CH:23]=[CH:22][CH:21]=[CH:20][CH:19]=1)[CH2:5][CH2:6][CH3:7])(=[O:4])[CH3:2]. Procedure: To a solution of 2-amino-2-(2-(2-benzyloxyphenyl)ethyl)pentanol (1.1 g) in methylene chloride (35 ml), triethylamine (1.2 ml) and acetyl chloride (0.5 ml) were added and the mixture was stirred at room temperature for 6 hours. The reaction mixture was poured into ice-water and extracted with ethyl acetate. The organic layer was washed with a dilute hydrochloric acid, an aqueous sodium hydrogencarbonate solution and a saturated brine and dried over magnesium sulfate. The solvent was distilled awa... Starting materials: [BH4-].[Na+] (NaBH4), Cl (HCl), [OH-].[Na+] (NaOH), C(=O)(O)C1(CC1)CCCCCC(CCCCCC(C(=O)O)(C)C)=O (13-(1-carboxycyclopropyl)-2,2-dimethyl-8-oxotridecanoic acid), [BH4-].[Na+] (NaBH4). The solvent is CC(C)O (iPrOH), O (H2O). Reaction conditions: time 5 minute. Product: C(=O)(O)C1(CC1)CCCCCC(CCCCCC(C(=O)O)(C)C)O (13-(1-carboxycyclopropyl)-8-hydroxy-2,2-dimethyltridecanoic acid). Yield: 107.9%. Reaction SMILES: [C:1]([C:4]1([CH2:7][CH2:8][CH2:9][CH2:10][CH2:11][C:12](=[O:24])[CH2:13][CH2:14][CH2:15][CH2:16][CH2:17][C:18]([CH3:23])([CH3:22])[C:19]([OH:21])=[O:20])[CH2:6][CH2:5]1)([OH:3])=[O:2].[OH-].[Na+].[BH4-].[Na+].Cl>CC(O)C.O>[C:1]([C:4]1([CH2:7][CH2:8][CH2:9][CH2:10][CH2:11][CH:12]([OH:24])[CH2:13][CH2:14][CH2:15][CH2:16][CH2:17][C:18]([CH3:22])([CH3:23])[C:19]([OH:21])=[O:20])[CH2:5][CH2:6]1)([OH:3])=[O:2] |f:1.2,3.4|. Procedure details: To a mixture of 13-(1-carboxycyclopropyl)-2,2-dimethyl-8-oxotridecanoic acid (3.67 g, 10.8 mmol) in iPrOH (20 mL) and H2O (20 mL) was added NaOH (0.90 g, 22.5 mmol). After 5 min of stirring, NaBH4 (0.20 g, 5.3 mmol) was added to the resulting clear solution. Additional NaBH4 (0.10 g) was added after 100 min of stirring. After 16 h, the mixture was acidified to pH˜1 with aqueous HCl (1M) and extracted with Et2O (3×50 mL). The combined organic phases were washed with brine (2×50 mL), dried (Na2SO4... Starting materials: C1(CCCCC1)P(C1=C(C=CC=C1)C1=C(C=C(C=C1C(C)C)C(C)C)C(C)C)C1CCCCC1 (dicyclohexyl(2′,4′,6′-triisopropylbiphenyl-2-yl)phosphine), O1CCN(CC1)C1=NC=C(C=C1N)N1CCOCC1 (2,5-dimorpholinopyridin-3-amine), ClC1=C(C(=NC2=CC(=CC(=C12)F)F)C=1C=C2C=CN(C2=CC1)C)C (4-chloro-5,7-difluoro-3-methyl-2-(1-methyl-1H-indol-5-yl)quinoline), CC(C)([O-])C.[Na+] (sodium t-butoxide). The reagents and catalysts are C=1C=CC(=CC1)/C=C/C(=O)/C=C/C2=CC=CC=C2.C=1C=CC(=CC1)/C=C/C(=O)/C=C/C2=CC=CC=C2.C=1C=CC(=CC1)/C=C/C(=O)/C=C/C2=CC=CC=C2.[Pd].[Pd] (Pd2dba3). Solvent: O (water), C1(=CC=CC=C1)C (toluene). Conditions: temperature 120 celsius, time 2 hour. Yields the product N1(CCOCC1)C1=NC=C(C=C1NC1=C(C(=NC2=CC(=CC(=C12)F)F)C=1C=C2C=CN(C2=CC1)C)C)N1CCOCC1 (N-(2,5-di(4-morpholinyl)-3-pyridinyl)-5,7-difluoro-3-methyl-2-(1-methyl-1H-indol-5-yl)-4-quinolinamine). RXN SMILES: C1(P(C2CCCCC2)C2C=CC=CC=2C2C(C(C)C)=CC(C(C)C)=CC=2C(C)C)CCCCC1.[O:35]1[CH2:40][CH2:39][N:38]([C:41]2[C:46]([NH2:47])=[CH:45][C:44]([N:48]3[CH2:53][CH2:52][O:51][CH2:50][CH2:49]3)=[CH:43][N:42]=2)[CH2:37][CH2:36]1.Cl[C:55]1[C:64]2[C:59](=[CH:60][C:61]([F:66])=[CH:62][C:63]=2[F:65])[N:58]=[C:57]([C:67]2[CH:68]=[C:69]3[C:73](=[CH:74][CH:75]=2)[N:72]([CH3:76])[CH:71]=[CH:70]3)[C:56]=1[CH3:77].CC(C)([O-])C.[Na+]>C1(C)C=CC=CC=1.O.C1C=CC(/C=C/C(/C=C/C2C=CC=CC=2)=O)=CC=1.C1C=CC(/C=C/C(/C=C/C2C=CC=CC=2)=O)=CC=1.C1C=CC(/C=C/C(/C=C/C2C=CC=CC=2)=O)=CC=1.[Pd].[Pd]>[N:38]1([C:41]2[C:46]([NH:47][C:55]3[C:64]4[C:59](=[CH:60][C:61]([F:66])=[CH:62][C:63]=4[F:65])[N:58]=[C:57]([C:67]4[CH:68]=[C:69]5[C:73](=[CH:74][CH:75]=4)[N:72]([CH3:76])[CH:71]=[CH:70]5)[C:56]=3[CH3:77])=[CH:45][C:44]([N:48]3[CH2:49][CH2:50][O:51][CH2:52][CH2:53]3)=[CH:43][N:42]=2)[CH2:39][CH2:40][O:35][CH2:36][CH2:37]1 |f:3.4,7.8.9.10.11|. Procedure details: To a stirred solution of dicyclohexyl(2′,4′,6′-triisopropylbiphenyl-2-yl)phosphine (0.022 g, 0.047 mmol), 2,5-dimorpholinopyridin-3-amine (0.093 g, 0.350 mmol), 4-chloro-5,7-difluoro-3-methyl-2-(1-methyl-1H-indol-5-yl)quinoline (0.1 g, 0.292 mmol) and Pd2dba3 (10.7 mg, 0.012 mmol) in toluene (2.92 mL) was added sodium t-butoxide (0.070 g, 0.73 mmol). The reaction mixture was heated to 120° C. and stirring continued for 2 h. The reaction was cooled to rt and diluted with water (15 mL). The mixtur...